From a dataset of the Open Reaction Database (ORD), a public repository of structured organic reaction records. describe an organic reaction: reactants, conditions, products, and yield Reactants: COC(=O)c1ccc(NC(=S)NN=C(C)c2csc(-c3ccc(C(C)(C)C)cc3)c2O)cc1Cl, CC(C)O, Cl, [Na+], [OH-]. Yields the product CC(=NNC(=S)Nc1ccc(C(=O)O)c(Cl)c1)c1csc(-c2ccc(C(C)(C)C)cc2)c1O. As a reaction SMILES: [C:1]([CH3:2])([CH3:3])([CH3:4])[c:5]1[cH:6][cH:7][c:8](-[c:11]2[c:12]([OH:34])[c:13]([C:16]([CH3:17])=[N:18][NH:19][C:20](=[S:21])[NH:22][c:23]3[cH:24][c:25]([Cl:33])[c:26]([C:27](=[O:28])[O:29][CH3:30])[cH:31][cH:32]3)[cH:14][s:15]2)[cH:9][cH:10]1.[CH:38]([OH:39])([CH3:40])[CH3:41].[ClH:37].[Na+:36].[OH-:35]>>[C:1]([CH3:2])([CH3:3])([CH3:4])[c:5]1[cH:6][cH:7][c:8](-[c:11]2[c:12]([OH:34])[c:13]([C:16]([CH3:17])=[N:18][NH:19][C:20](=[S:21])[NH:22][c:23]3[cH:24][c:25]([Cl:33])[c:26]([C:27](=[O:28])[OH:29])[cH:31][cH:32]3)[cH:14][s:15]2)[cH:9][cH:10]1. The reactants are [SiH](CC)(CC)CC (Et3SiH), C(C=C)Cl (allyl chloride), [SiH](Cl)(Cl)Cl (Cl3SiH). The reagents and catalysts are Pt. Yields the product [Si](CC)(CC)(CC)CCCCl (Et3SiCH2CH2CH2Cl). Yield: 62.9%. RXN SMILES: [SiH:1]([CH2:6][CH3:7])([CH2:4][CH3:5])[CH2:2][CH3:3].[CH2:8]([Cl:11])[CH:9]=[CH2:10].[SiH](Cl)(Cl)Cl>>[Si:1]([CH2:10][CH2:9][CH2:8][Cl:11])([CH2:6][CH3:7])([CH2:4][CH3:5])[CH2:2][CH3:3]. Reported procedure: In a 25 ml apparatus, there were combined 11.6 g (0.1 mol) of Et3SiH and 0.05 ml of Pt catalyst solution. Heat was applied to 60° C. and addition of a mixture of 7.7 g (0.1 mol) of allyl chloride and 1.4 g (0.01 mol) of Cl3SiH begun. There was a smooth exothermic reaction up to 80° C. by the end of the addition (15 min) with temperature continuing to rise to 129° C. 5 min later. Vacuum distillation yielded 12.12 g (63.0%) of Et3SiCH2CH2CH2Cl, with a Et3SiCH2CH2CH2Cl/Et3SiCl molar ratio of 2.73. ...